Dataset: the Open Reaction Database (ORD), a public repository of structured organic reaction records. Task: describe an organic reaction: reactants, conditions, products, and yield Starting materials: O=P(Cl)(Cl)Cl (POCl3), COC1=NC=CC(=C1)C(=O)NC(\C=C/C(=O)O)=O ((Z)-4-(2-methoxypyridine-4-carboamido)-4-oxobut-2-enoic acid), NNC(=NC1=C(C=CC=C1)Cl)C1=NC=C(C=C1)OCC (N-amino-N′-(2-chlorophenyl)-5-ethoxy-pyridine-2-carboxamidine). Solvent: C1(=CC=CC=C1)C (PhMe). Product: ClC1=C(C=CC=C1)N1C(=NN=C1\C=C\C=1OC(=NN1)C1=CC(=NC=C1)OC)C1=NC=C(C=C1)OCC (2-(4-(2-chlorophenyl)-5-((E)-2-(5-(2-methoxypyridin-4-yl)-1,3,4-oxadiazol-2-yl)vinyl)-4H-1,2,4-triazol-3-yl)-5-ethoxypyridine). RXN SMILES: [CH3:1][O:2][C:3]1[CH:8]=[C:7]([C:9]([NH:11]C(=O)/C=C\C(O)=O)=[O:10])[CH:6]=[CH:5][N:4]=1.O=P(Cl)(Cl)Cl.[NH2:24][NH:25][C:26]([C:35]1[CH:40]=[CH:39][C:38]([O:41][CH2:42][CH3:43])=[CH:37][N:36]=1)=[N:27][C:28]1[CH:33]=[CH:32][CH:31]=[CH:30][C:29]=1[Cl:34]>C1(C)C=CC=CC=1>[Cl:34][C:29]1[CH:30]=[CH:31][CH:32]=[CH:33][C:28]=1[N:27]1[C:6](/[CH:7]=[CH:8]/[C:3]2[O:10][C:9]([C:7]3[CH:6]=[CH:5][N:4]=[C:3]([O:2][CH3:1])[CH:8]=3)=[N:11][N:4]=2)=[N:24][N:25]=[C:26]1[C:35]1[CH:40]=[CH:39][C:38]([O:41][CH2:42][CH3:43])=[CH:37][N:36]=1. Procedure details: To a suspension of (Z)-4-(2-methoxypyridine-4-carboamido)-4-oxobut-2-enoic acid 9 (0.30 g, mmol) in 20 mL of PhMe was added 0.5 mL of POCl3. The mixture was stirred at reflux for 2 h. After removal of solvent, the residue was dissolved in 20 mL of dichloromethane and added to 240 mg (0.68 mmol) of N-amino-N′-(2-chlorophenyl)-5-ethoxy-pyridine-2-carboxamidine 5. The mixture was stirred at ambient temperature for 2 h. After removal of solvent, the residue was suspended in 20 mL of PhMe and refluxe... RXN SMILES: [C:36](=[O:37])([O-:38])[OH:39].[CH3:41][C:42](=[O:43])[CH2:44][CH3:45].[CH3:46][CH2:47][O:48][C:49](=[O:50])[CH3:51].[Cl:1][c:2]1[n:3][c:4]2[cH:5][c:6]([CH3:22])[c:7]([CH3:21])[cH:8][c:9]2[cH:10][c:11]1[CH2:12][P:13](=[O:14])([O:15][CH2:16][CH3:17])[O:18][CH2:19][CH3:20].[I-:24].[Na+:23].[Na+:40].[c:25]1([CH3:26])[cH:27][cH:28][c:29]([S:30]([OH:31])(=[O:32])=[O:33])[cH:34][cH:35]1>>[c:2]1([I:24])[n:3][c:4]2[cH:5][c:6]([CH3:22])[c:7]([CH3:21])[cH:8][c:9]2[cH:10][c:11]1[CH2:12][P:13](=[O:14])([O:15][CH2:16][CH3:17])[O:18][CH2:19][CH3:20]. The reactants are O=C([O-])O, CCC(C)=O, CCOC(C)=O, CCOP(=O)(Cc1cc2cc(C)c(C)cc2nc1Cl)OCC, [I-], [Na+], [Na+], Cc1ccc(S(=O)(=O)O)cc1. The product is CCOP(=O)(Cc1cc2cc(C)c(C)cc2nc1I)OCC. The reactants are O=C([O-])O, COc1ccc(C2(O)CCCCc3cc(OCc4ccccc4)ccc32)cc1, CO, Cl, [Na+]. Product: COc1ccc(C2=CCCCc3cc(OCc4ccccc4)ccc32)cc1. As a reaction SMILES: [C:30](=[O:31])([OH:32])[O-:33].[CH2:1]([c:2]1[cH:3][cH:4][cH:5][cH:6][cH:7]1)[O:8][c:9]1[cH:10][cH:11][c:12]2[c:13]([cH:28]1)[CH2:14][CH2:15][CH2:16][CH2:17][C:18]2([OH:19])[c:20]1[cH:21][cH:22][c:23]([O:26][CH3:27])[cH:24][cH:25]1.[CH3:35][OH:36].[ClH:29].[Na+:34]>>[CH2:1]([c:2]1[cH:3][cH:4][cH:5][cH:6][cH:7]1)[O:8][c:9]1[cH:10][cH:11][c:12]2[c:13]([cH:28]1)[CH2:14][CH2:15][CH2:16][CH:17]=[C:18]2[c:20]1[cH:21][cH:22][c:23]([O:26][CH3:27])[cH:24][cH:25]1. Conditions: time 1 hour. RXN SMILES: [N+:1]([C:4]1[CH:13]=[C:12]2[C:7]([CH2:8][CH2:9][CH2:10][CH:11]2[NH:14][S:15]([CH3:18])(=[O:17])=[O:16])=[CH:6][CH:5]=1)([O-:3])=[O:2].[H-].[Na+].I[CH3:22]>CN(C=O)C>[CH3:22][N:14]([CH:11]1[C:12]2[C:7](=[CH:6][CH:5]=[C:4]([N+:1]([O-:3])=[O:2])[CH:13]=2)[CH2:8][CH2:9][CH2:10]1)[S:15]([CH3:18])(=[O:17])=[O:16] |f:1.2|. Reactants: IC (iodomethane), [N+](=O)([O-])C1=CC=C2CCCC(C2=C1)NS(=O)(=O)C (N-(7-nitro-1,2,3,4-tetrahydronaphthalen-1-yl)methanesulfonamide), [H-].[Na+] (sodium hydride). The product is CN(S(=O)(=O)C)C1CCCC2=CC=C(C=C12)[N+](=O)[O-] (N-methyl-N-(7-nitro-1,2,3,4-tetrahydronaphthalen-1-yl)methanesulfonamide). Yield: 24.0%. Procedure details: A solution of 1.2 g (4.4 mmol) of N-(7-nitro-1,2,3,4-tetrahydronaphthalen-1-yl)methanesulfonamide in 16 ml of DMF was added dropwise to a suspension of 0.15 g (5.1 nmol) 80 percent sodium hydride in 10 ml of DMF. After stirring at room temperature for 1 hr., 0.62 g (4.4 mmol) of iodomethane were added and the mixture was allowed to stand at room temperature overnight. The reaction mixture was completely concentrated in vacuo and the residue was then taken up in EA and water. After washing the or... Run in CN(C)C=O (DMF), CN(C)C=O (DMF). Reactants: CC(=O)O, CC(=O)NCC1CN(Cc2ccccc2)CCO1, C, CCO, [Pd]. The product is CC(=O)NCC1CNCCO1. As a reaction SMILES: [C:19]([OH:20])(=[O:21])[CH3:22].[C:1]([CH3:2])(=[O:3])[NH:4][CH2:5][CH:6]1[O:7][CH2:8][CH2:9][N:10]([CH2:12][c:13]2[cH:14][cH:15][cH:16][cH:17][cH:18]2)[CH2:11]1.[C:26].[CH2:23]([OH:24])[CH3:25].[Pd:27]>>[C:1]([CH3:2])(=[O:3])[NH:4][CH2:5][CH:6]1[O:7][CH2:8][CH2:9][NH:10][CH2:11]1. The reactants are S1C=C(C=C1)C=1C=C2C(=NC1)NC=C2C=2C=C(CNC(=O)C=1C(N(C=CC1)CC1=CC(=C(C=C1)F)F)=O)C=CC2 (1-(3,4-Difluoro-benzyl)-2-oxo-1,2-dihydro-pyridine-3-carboxylic acid 3-(5-thiophen-3-yl-1H-pyrrolo[2,3-b]pyridin-3-yl)-benzylamide), N1=CC(=CC=C1)B(O)O (3-Pyridylboronic acid), B(O)O (boronic acid). The product is N1=CC(=CC=C1)C=1C=C2C(=NC1)NC=C2C=2C=C(CNC(=O)C=1C(N(C=CC1)CC1=CC(=C(C=C1)F)F)=O)C=CC2 (1-(3,4-Difluoro-benzyl)-2-oxo-1,2-dihydro-pyridine-3-carboxylic acid 3-(5-pyridin-3-yl-1H-pyrrolo[2,3-b]pyridin-3-yl)-benzylamide). RXN SMILES: S1[CH:5]=[CH:4][C:3]([C:6]2[CH:7]=[C:8]3[C:14]([C:15]4[CH:16]=[C:17]([CH:38]=[CH:39][CH:40]=4)[CH2:18][NH:19][C:20]([C:22]4[C:23](=[O:37])[N:24]([CH2:28][C:29]5[CH:34]=[CH:33][C:32]([F:35])=[C:31]([F:36])[CH:30]=5)[CH:25]=[CH:26][CH:27]=4)=[O:21])=[CH:13][NH:12][C:9]3=[N:10][CH:11]=2)=[CH:2]1.[N:41]1C=CC=C(B(O)O)[CH:42]=1.B(O)O>>[N:41]1[CH:42]=[CH:5][CH:4]=[C:3]([C:6]2[CH:7]=[C:8]3[C:14]([C:15]4[CH:16]=[C:17]([CH:38]=[CH:39][CH:40]=4)[CH2:18][NH:19][C:20]([C:22]4[C:23](=[O:37])[N:24]([CH2:28][C:29]5[CH:34]=[CH:33][C:32]([F:35])=[C:31]([F:36])[CH:30]=5)[CH:25]=[CH:26][CH:27]=4)=[O:21])=[CH:13][NH:12][C:9]3=[N:10][CH:11]=2)[CH:2]=1. Procedure details: Except where indicated, 1-(3,4-Difluoro-benzyl)-2-oxo-1,2-dihydro-pyridine-3-carboxylic acid 3-(5-pyridin-3-yl-1H-pyrrolo[2,3-b]pyridin-3-yl)-benzylamide was synthesized as per Example 91, 1-(3,4-Difluoro-benzyl)-2-oxo-1,2-dihydro-pyridine-3-carboxylic acid 3-(5-thiophen-3-yl-1H-pyrrolo[2,3-b]pyridin-3-yl)-benzylamide (Scheme 10) using 3-Pyridylboronic acid as boronic acid to yield the product. 1H NMR (400 MHz, DMSO-d6) d ppm 12.153 (s, 1H) 10.089 (t, J=5.8 Hz, 1H) 9.177 (s, 1H) 8.714 (d, J=4.9 ... Starting materials: CSc1cc2c(c(C(C)(C)CC3(C(F)(F)F)COC(C)(C)O3)c1)OCC2, CO, Cc1ccc(S(=O)(=O)O)cc1. Product: CSc1cc2c(c(C(C)(C)CC(O)(CO)C(F)(F)F)c1)OCC2. Reaction SMILES: [CH3:1][C:2]1([CH3:26])[O:3][CH2:4][C:5]([C:7]([F:8])([F:9])[F:10])([CH2:11][C:12]([CH3:13])([CH3:14])[c:15]2[cH:16][c:17]([S:24][CH3:25])[cH:18][c:19]3[c:23]2[O:22][CH2:21][CH2:20]3)[O:6]1.[CH3:38][OH:39].[c:27]1([CH3:28])[cH:29][cH:30][c:31]([S:32]([OH:33])(=[O:34])=[O:35])[cH:36][cH:37]1>>[OH:3][CH2:4][C:5]([OH:6])([C:7]([F:8])([F:9])[F:10])[CH2:11][C:12]([CH3:13])([CH3:14])[c:15]1[cH:16][c:17]([S:24][CH3:25])[cH:18][c:19]2[c:23]1[O:22][CH2:21][CH2:20]2.